This data is from the Open Reaction Database (ORD), a public repository of structured organic reaction records. The task is: describe an organic reaction: reactants, conditions, products, and yield Starting materials: O1C2=C(C=CC=3C[C@@H]4[C@@]5(CC[C@H]([C@H]1[C@@]5(C23)CCN4C)N(C(=N)NC(=O)OC(C)(C)C)C(=O)OC(C)(C)C)OC)O (4,5α-epoxy-6β-[N,N′-bis-(tert.-butoxycarbonyl)guanidinyl]-14β-methoxy-17-methylmorphinan-3-ol), Cl (HCl). Reagents/catalysts: O (H2O). Solvent: CCOCC (Et2O). Product: Cl.Cl.O1C2=C(C=CC=3C[C@@H]4[C@@]5(CC[C@H]([C@H]1[C@@]5(C23)CCN4C)NC(=N)N)OC)O (4,5α-epoxy-6β-guanidinyl-14β-methoxy-17-methylmorphinan-3-ol dihydrochloride). Reaction SMILES: [O:1]1[C@@H:13]2[C@@:14]34[CH2:16][CH2:17][N:18]([CH3:19])[C@@H:8]([C@:9]3([O:38][CH3:39])[CH2:10][CH2:11][C@H:12]2[N:20](C(OC(C)(C)C)=O)[C:21]([NH:23]C(OC(C)(C)C)=O)=[NH:22])[CH2:7][C:6]2=[C:15]4[C:2]1=[C:3]([OH:40])[CH:4]=[CH:5]2.[ClH:41]>CCOCC.O>[ClH:41].[ClH:41].[O:1]1[C@@H:13]2[C@@:14]34[CH2:16][CH2:17][N:18]([CH3:19])[C@@H:8]([C@:9]3([O:38][CH3:39])[CH2:10][CH2:11][C@H:12]2[NH:20][C:21]([NH2:23])=[NH:22])[CH2:7][C:6]2=[C:15]4[C:2]1=[C:3]([OH:40])[CH:4]=[CH:5]2 |f:4.5.6|. Procedure: A solution of Compound 16 (50 mg, 0.089 mmol) in Et2O (3 ml) was mixed through to a clear acidic reaction with ethereal HCl and with 4 drops of H2O. The mixture was subjected to ultrasound for one hour at room temperature and then evaporated. The residue (40 mg of white foam resin) was dissolved in H2O and freeze dried. Yield: 30 mg (79%) 17.2 HCl as white lyophilisate: 1H-NMR (CDCl3): δ 9.59 (s, OH—C(3)); 9.29 (s, br, NH+); 8.53 (d, J=8.0, C(6)-NH—); 7.29 (s, br, C(6)-NH—C(NH2)2+), 6.78 (d, J=8... Reactants: [N+](=O)([O-])C1=CC2=C(NN=N2)C=C1 (5-Nitrobenztriazole), [H][H] (hydrogen). The reagents and catalysts are [Ni] (Raney nickel). The solvent is C(C)O (ethanol). The product is NC1=CC2=C(NN=N2)C=C1 (5-aminobenzotriazole). Yield: 73.4%. RXN SMILES: [N+:1]([C:4]1[CH:12]=[CH:11][C:7]2[NH:8][N:9]=[N:10][C:6]=2[CH:5]=1)([O-])=O.[H][H]>[Ni].C(O)C>[NH2:1][C:4]1[CH:12]=[CH:11][C:7]2[NH:8][N:9]=[N:10][C:6]=2[CH:5]=1. Procedure: 5-Nitrobenztriazole (10 g) was shaken with Raney nickel (3 spoons) and ethanol (200 ml) under hydrogen at atmospheric pressure until the uptake of hydrogen ceased. The Raney nickel was removed by filtration through Keiselguhr, and the dark ethanolic solution was evaporated to dryness. Crystallization from aqueous ethanol afforded 5-aminobenzotriazole (6 g, 75 percent). Reactants: Cl (HCl), N1CCNCCNCC1 (1,4,7-Triazacyclononane), ClCC(=O)[O-].[Na+] (sodium chloroacetate). Conditions: temperature 80 celsius, time 8 hour. Product: mono-hydrochloride, C(=O)(O)CN1CCN(CCN(CC1)CC(=O)O)CC(=O)O (1,4,7-tricarboxymethyl-1,4,7-triazacyclononane). As a reaction SMILES: [NH:1]1[CH2:9][CH2:8][NH:7][CH2:6][CH2:5][NH:4][CH2:3][CH2:2]1.Cl[CH2:11][C:12]([O-:14])=[O:13].[Na+].Cl>>[C:12]([CH2:11][N:1]1[CH2:9][CH2:8][N:7]([CH2:11][C:12]([OH:14])=[O:13])[CH2:6][CH2:5][N:4]([CH2:11][C:12]([OH:14])=[O:13])[CH2:3][CH2:2]1)([OH:14])=[O:13] |f:1.2|. Reported procedure: To an aqueous solution of TACN (0.16 mols in 58 mL water) is added an aqueous solution of sodium chloroacetate (0.71 mols sodium chloroacetate in 68 mL of water). This solution is stirred at 80° C. overnight while maintaining the pH at 9-10. After cooling to ambient temperature the pH of the solution is adjusted to 2.5 with aqueous HCl. The resulting precipitate is collected by filtration, washed with acetone, and dried in vacuo to afford the mono-hydrochloride salt of 1,4,7-tricarboxymethyl-1,4... Reactants: C1COCCN1, C1COCCO1, Cc1cc2nc(Cl)cc(Cl)n2n1. The product is Cc1cc2nc(Cl)cc(N3CCOCC3)n2n1. As a reaction SMILES: [CH2:13]1[CH2:14][O:15][CH2:16][CH2:17][NH:18]1.[CH2:19]1[O:20][CH2:21][CH2:22][O:23][CH2:24]1.[Cl:1][c:2]1[n:3][c:4]2[n:5]([c:6]([Cl:8])[cH:7]1)[n:9][c:10]([CH3:12])[cH:11]2>>[Cl:1][c:2]1[n:3][c:4]2[n:5]([c:6]([N:18]3[CH2:13][CH2:14][O:15][CH2:16][CH2:17]3)[cH:7]1)[n:9][c:10]([CH3:12])[cH:11]2. Reactants: CCOC(Cc1ccc(OCc2nc(-c3ccc(OC(C)C)cc3)oc2C)cc1CC)C(=O)OC, [Li+], [OH-]. Yields the product CCOC(Cc1ccc(OCc2nc(-c3ccc(OC(C)C)cc3)oc2C)cc1CC)C(=O)O. Reaction SMILES: [CH3:1][O:2][C:3]([CH:4]([CH2:5][c:6]1[c:7]([CH2:30][CH3:31])[cH:8][c:9]([O:12][CH2:13][c:14]2[n:15][c:16](-[c:20]3[cH:21][cH:22][c:23]([O:26][CH:27]([CH3:28])[CH3:29])[cH:24][cH:25]3)[o:17][c:18]2[CH3:19])[cH:10][cH:11]1)[O:32][CH2:33][CH3:34])=[O:35].[Li+:37].[OH-:36]>>[O:2]=[C:3]([CH:4]([CH2:5][c:6]1[c:7]([CH2:30][CH3:31])[cH:8][c:9]([O:12][CH2:13][c:14]2[n:15][c:16](-[c:20]3[cH:21][cH:22][c:23]([O:26][CH:27]([CH3:28])[CH3:29])[cH:24][cH:25]3)[o:17][c:18]2[CH3:19])[cH:10][cH:11]1)[O:32][CH2:33][CH3:34])[OH:35]. Reactants: CC(C)(C)OC(=O)OC(C)(C)C, C1CCOC1, COC(=O)c1cccc(Sc2cnc(N)s2)c1. Yields the product COC(=O)c1cccc(Sc2cnc(NC(=O)OC(C)(C)C)s2)c1. RXN SMILES: [C:1]([O:2][C:6]([O:7][C:8]([CH3:9])([CH3:10])[CH3:11])=[O:12])([CH3:3])([CH3:4])[CH3:5].[CH2:30]1[O:31][CH2:32][CH2:33][CH2:34]1.[NH2:13][c:14]1[s:15][c:16]([S:19][c:20]2[cH:21][c:22]([C:26](=[O:27])[O:28][CH3:29])[cH:23][cH:24][cH:25]2)[cH:17][n:18]1>>[C:6]([O:7][C:8]([CH3:9])([CH3:10])[CH3:11])(=[O:12])[NH:13][c:14]1[s:15][c:16]([S:19][c:20]2[cH:21][c:22]([C:26](=[O:27])[O:28][CH3:29])[cH:23][cH:24][cH:25]2)[cH:17][n:18]1.